This data is from the Open Reaction Database (ORD), a public repository of structured organic reaction records. The task is: describe an organic reaction: reactants, conditions, products, and yield The reactants are BrBr, CC(C)(C)N, Oc1ccccc1OCc1ccccc1, Cc1ccccc1, CCOCC, ClCCl, O. Product: Oc1c(Br)cccc1OCc1ccccc1. Reaction SMILES: [Br:6][Br:7].[C:1]([NH2:2])([CH3:3])([CH3:4])[CH3:5].[CH2:8]([c:9]1[cH:10][cH:11][cH:12][cH:13][cH:14]1)[O:15][c:16]1[c:17]([OH:22])[cH:18][cH:19][cH:20][cH:21]1.[CH3:23][c:24]1[cH:25][cH:26][cH:27][cH:28][cH:29]1.[CH3:33][CH2:34][O:35][CH2:36][CH3:37].[Cl:30][CH2:31][Cl:32].[OH2:38]>>[Br:6][c:18]1[c:17]([OH:22])[c:16]([O:15][CH2:8][c:9]2[cH:10][cH:11][cH:12][cH:13][cH:14]2)[cH:21][cH:20][cH:19]1. Reported procedure: Using a similar procedure to that described in Ex. 22, but starting from methyl 5-(6-aminoindol-1-ylmethyl)furan-2-carboxylate and cyclopentyl chloroformate, there was obtained methyl 5-[6-(cyclopentyloxycarbonyl)aminoindol-1-ylmethyl]furan-2-carboxylate in 53% yield, as an off-white solid; partial NMR: 1.5-2.0 [br m, 8H, (CH2)4 ], 6.2 (d, 1H, CH.CH=C), 6.6 (br.s, 1H,NH). The reactants are NC1=CC=C2C=CN(C2=C1)CC1=CC=C(O1)C(=O)OC (methyl 5-(6-aminoindol-1-ylmethyl)furan-2-carboxylate), ClC(=O)OC1CCCC1 (cyclopentyl chloroformate). RXN SMILES: [NH2:1][C:2]1[CH:10]=[C:9]2[C:5]([CH:6]=[CH:7][N:8]2[CH2:11][C:12]2[O:16][C:15]([C:17]([O:19][CH3:20])=[O:18])=[CH:14][CH:13]=2)=[CH:4][CH:3]=1.Cl[C:22]([O:24][CH:25]1[CH2:29][CH2:28][CH2:27][CH2:26]1)=[O:23]>>[CH:25]1([O:24][C:22]([NH:1][C:2]2[CH:10]=[C:9]3[C:5]([CH:6]=[CH:7][N:8]3[CH2:11][C:12]3[O:16][C:15]([C:17]([O:19][CH3:20])=[O:18])=[CH:14][CH:13]=3)=[CH:4][CH:3]=2)=[O:23])[CH2:29][CH2:28][CH2:27][CH2:26]1. Product: C1(CCCC1)OC(=O)NC1=CC=C2C=CN(C2=C1)CC1=CC=C(O1)C(=O)OC (methyl 5-[6-(cyclopentyloxycarbonyl)aminoindol-1-ylmethyl]furan-2-carboxylate). The yield is 53.0%. Starting materials: C1(=CC(=CC=C1)C#CCCCN1C(C2=CC=CC=C2C1=O)=O)C1=CC=CC=C1 (2-(5-(Biphenyl-3-yl)pent-4-ynyl)isoindoline-1,3-dione), O.NN (hydrazine monohydrate). Run in C(C)O (ethanol). Run at temperature 80 celsius, time 2.5 hour. The product is C1(=CC(=CC=C1)C#CCCCN)C1=CC=CC=C1 (5-(biphenyl-3-yl)pent-4-yn-1-amine). RXN SMILES: [C:1]1([C:23]2[CH:28]=[CH:27][CH:26]=[CH:25][CH:24]=2)[CH:6]=[CH:5][CH:4]=[C:3]([C:7]#[C:8][CH2:9][CH2:10][CH2:11][N:12]2C(=O)C3C(=CC=CC=3)C2=O)[CH:2]=1.O.NN>C(O)C>[C:1]1([C:23]2[CH:28]=[CH:27][CH:26]=[CH:25][CH:24]=2)[CH:6]=[CH:5][CH:4]=[C:3]([C:7]#[C:8][CH2:9][CH2:10][CH2:11][NH2:12])[CH:2]=1 |f:1.2|. Procedure details: 2-(5-(Biphenyl-3-yl)pent-4-ynyl)isoindoline-1,3-dione (0.11 g, 0.30 mmol) and hydrazine monohydrate (0.030 mL, 0.60 mmol) were taken up into ethanol (3 mL) and stirred at 80° C. for 2.5 hours. The resulting mixture was filtered and the solvent removed in vacuo to yield 5-(biphenyl-3-yl)pent-4-yn-1-amine, which was used in the next step without further purification. MH+ 236.2